This data is from the Open Reaction Database (ORD), a public repository of structured organic reaction records. The task is: describe an organic reaction: reactants, conditions, products, and yield The reactants are C=1C=CC2=C(C1)N=NN2O (HOBt), CN1CC2(CCC1)OC1=C(C(N2)=O)C=C(C=C1)/C=C/C(=O)O ((±)-(E)-3-{1′-methyl-3,4-dihydro-4-oxo-spiro[2H-(1,3)-benzoxazine-2,3′-piperidin]-6-yl}-acrylic acid), TEA, C(CCl)Cl (EDC), NOC1OCCCC1 (NH2OTHP). The solvent is C(Cl)Cl (DCM). The product is CN1CC2(CCC1)OC1=C(C(N2)=O)C=C(C=C1)/C=C/C(=O)NOC1OCCCC1 ((±)-(E)-3-{1′-methyl-3,4-dihydro-4-oxo-spiro[2H-(1,3)-benzoxazine-2,3′-piperidin]-6-yl}-N-(tetrahydro-pyran-2-yloxy)-acrylamide). Yield: 88.6%. Reaction SMILES: [CH3:1][N:2]1[CH2:7][CH2:6][CH2:5][C:4]2([NH:12][C:11](=[O:13])[C:10]3[CH:14]=[C:15](/[CH:18]=[CH:19]/[C:20](O)=[O:21])[CH:16]=[CH:17][C:9]=3[O:8]2)[CH2:3]1.C(Cl)CCl.C1C=CC2N(O)N=NC=2C=1.[NH2:37][O:38][CH:39]1[CH2:44][CH2:43][CH2:42][CH2:41][O:40]1>C(Cl)Cl>[CH3:1][N:2]1[CH2:7][CH2:6][CH2:5][C:4]2([NH:12][C:11](=[O:13])[C:10]3[CH:14]=[C:15](/[CH:18]=[CH:19]/[C:20]([NH:37][O:38][CH:39]4[CH2:44][CH2:43][CH2:42][CH2:41][O:40]4)=[O:21])[CH:16]=[CH:17][C:9]=3[O:8]2)[CH2:3]1. Procedure details: A suspension of (±)-(E)-3-{1′-methyl-3,4-dihydro-4-oxo-spiro[2H-(1,3)-benzoxazine-2,3′-piperidin]-6-yl}-acrylic acid (208 mg, 0.61 mmol) in DCM (7 ml) was treated with TEA (0.14 ml, 1.0 mmol) and then with EDC (196 mg, 1.03 mmol), HOBt (140 mg, 1.03 mmol) and NH2OTHP (97 mg, 0.82 mmol) following the procedure described in Example 30, Step B, giving (±)-(E)-3-{1′-methyl-3,4-dihydro-4-oxo-spiro[2H-(1,3)-benzoxazine-2,3′-piperidin]-6-yl}-N-(tetrahydro-pyran-2-yloxy)-acrylamide (217 mg) as a light y... Starting materials: ClC1=NC(=C2N=C(NC2=N1)C(C)(C)O)N1CCOCC1 (2-(2-chloro-6-morpholino-9H-purin-8-yl)propan-2-ol), C(C)(=O)OCCBr (2-bromoethyl acetate), C(C)(=O)OCCN1C2=NC(=NC(=C2N=C1C(C)(C)O)N1CCOCC1)Cl (2-(2-chloro-8-(2-hydroxypropan-2-yl)-6-morpholino-9H-purin-9-yl)ethyl acetate), NC1=NC=C(C=N1)B(O)O (2-aminopyrimidine-5-boronic acid), pinacol ester. Yields the product NC1=NC=C(C=N1)C1=NC(=C2N=C(N(C2=N1)CCCO)C(C)(C)O)N1CCOCC1 (3-(2-(2-aminopyrimidin-5-yl)-8-(2-hydroxypropan-2-yl)-6-morpholino-9H-purin-9-yl)propan-1-ol). Reaction SMILES: ClC1N=C2C(N=C([C:11]([OH:14])(C)C)N2)=C(N2CCOCC2)N=1.C(OCCBr)(=O)C.C(O[CH2:32][CH2:33][N:34]1[C:42]([C:43]([OH:46])([CH3:45])[CH3:44])=[N:41][C:40]2[C:35]1=[N:36][C:37](Cl)=[N:38][C:39]=2[N:47]1[CH2:52][CH2:51][O:50][CH2:49][CH2:48]1)(=O)C.[NH2:54][C:55]1[N:60]=[CH:59][C:58](B(O)O)=[CH:57][N:56]=1>>[NH2:54][C:55]1[N:60]=[CH:59][C:58]([C:37]2[N:36]=[C:35]3[C:40]([N:41]=[C:42]([C:43]([OH:46])([CH3:45])[CH3:44])[N:34]3[CH2:33][CH2:32][CH2:11][OH:14])=[C:39]([N:47]3[CH2:48][CH2:49][O:50][CH2:51][CH2:52]3)[N:38]=2)=[CH:57][N:56]=1. Reported procedure: 100 mg of 2-(2-chloro-6-morpholino-9H-purin-8-yl)propan-2-ol was treated with 2-bromoethyl acetate via General Procedure C. Crude intermediate 2-(2-chloro-8-(2-hydroxypropan-2-yl)-6-morpholino-9H-purin-9-yl)ethyl acetate was treated with 2-aminopyrimidine-5-boronic acid, pinacol ester via General Procedure A and was purified via reverse phase HPLC to give 54 mg of 106 as a white solid. MS (Q1) 401.2 (M)+. Reactants: COC(=O)c1ccc(Cn2c(C)cc(OCc3ccc(F)cc3F)c(Br)c2=O)o1, CC#N, C1CCOC1, CCOC(C)=O, Cl, [Na+], [OH-], O. Product: Cc1cc(OCc2ccc(F)cc2F)c(Br)c(=O)n1Cc1ccc(C(=O)O)o1. Reaction SMILES: [Br:1][c:2]1[c:3](=[O:29])[n:4]([CH2:19][c:20]2[cH:21][cH:22][c:23]([C:25](=[O:26])[O:27][CH3:28])[o:24]2)[c:5]([CH3:18])[cH:6][c:7]1[O:8][CH2:9][c:10]1[c:11]([F:17])[cH:12][c:13]([F:16])[cH:14][cH:15]1.[C:34](#[N:35])[CH3:36].[CH2:37]1[O:38][CH2:39][CH2:40][CH2:41]1.[CH3:42][CH2:43][O:44][C:45](=[O:46])[CH3:47].[ClH:32].[Na+:31].[OH-:30].[OH2:33]>>[Br:1][c:2]1[c:3](=[O:29])[n:4]([CH2:19][c:20]2[cH:21][cH:22][c:23]([C:25](=[O:26])[OH:27])[o:24]2)[c:5]([CH3:18])[cH:6][c:7]1[O:8][CH2:9][c:10]1[c:11]([F:17])[cH:12][c:13]([F:16])[cH:14][cH:15]1. Reactants: [N-]=[N+]=[N-].[Na+] (sodium azide), FC=1C=C(C=CC1)/C=C/C1=CC=C(C=C1)N1CC(CC1=O)C(=O)O ((RS)-(E)-1-{4-[2-(3-fluoro-phenyl)-vinyl]-phenyl}-5-oxo-pyrrolidine-3-carboxylic acid), ClC(=O)OCC(C)C (isobutyl chloroformate), C(C)(C)(C)O (tert-butanol). The solvent is O (water), C1(=CC=CC=C1)C (Toluene), O1CCCC1 (tetrahydrofurane). Reaction conditions: temperature 0 celsius, time 5 minute. Product: C(C)(C)(C)OC(NC1CN(C(C1)=O)C1=CC=C(C=C1)\C=C\C1=CC(=CC=C1)F)=O ((RS)-(E)-(1-{4-[2-(3-Fluoro-phenyl)-vinyl]-phenyl}-5-oxo-pyrrolidin-3-yl)-carbamic acid tert-butyl ester). As a reaction SMILES: [F:1][C:2]1[CH:3]=[C:4](/[CH:8]=[CH:9]/[C:10]2[CH:15]=[CH:14][C:13]([N:16]3[C:20](=[O:21])[CH2:19][CH:18](C(O)=O)[CH2:17]3)=[CH:12][CH:11]=2)[CH:5]=[CH:6][CH:7]=1.ClC([O:28][CH2:29]C(C)C)=O.[N-:33]=[N+]=[N-].[Na+].[C:37]([OH:41])([CH3:40])([CH3:39])[CH3:38]>O1CCCC1.O.C1(C)C=CC=CC=1>[C:37]([O:41][C:29](=[O:28])[NH:33][CH:18]1[CH2:19][C:20](=[O:21])[N:16]([C:13]2[CH:14]=[CH:15][C:10](/[CH:9]=[CH:8]/[C:4]3[CH:5]=[CH:6][CH:7]=[C:2]([F:1])[CH:3]=3)=[CH:11][CH:12]=2)[CH2:17]1)([CH3:40])([CH3:39])[CH3:38] |f:2.3|. Reported procedure: A solution of 150 mg (0.46 mmol) of (RS)-(E)-1-{4-[2-(3-fluoro-phenyl)-vinyl]-phenyl}-5-oxo-pyrrolidine-3-carboxylic acid in 2 ml of tetrahydrofurane is cooled to −15° C. and 63 mg (0.46 mmol) of isobutyl chloroformate are added dropwise. After 5 min, a solution of 60 mg (0.92 mmol) of sodium azide in 0.5 ml water is added. The mixture is stirred at 0° C. for 45 min, then left to warm to RT. Toluene is added and the diluted solution is washed with a saturated solution of sodium hydrogencarbonate... Starting materials: OC(=O)[C@@]1(O[C@@H]2[C@H]([C@H](O[C@@H]3[C@H](C(O)O[C@@H]([C@@H]3O)CO)N)O[C@@H]([C@@H]2O)CO)O)C[C@H](O)[C@@H](NC(=O)C)[C@@H](O1)[C@H](O)[C@H](O)CO (NeuAcα2-3Galβ1-3GalNH2), glycosyl, CC(=O)N[C@@H]1[C@H](C[C@](OC1[C@@H]([C@@H](CO)O)O)(C(=O)O)OP(=O)([O-])OC[C@@H]2[C@H]([C@H]([C@@H](O2)N3C=CC(=NC3=O)N)O)O)O.[Na+] (CMP-NeuAc). The product is O([C@H]1[C@H](O)[C@@H](O)[C@@H](O)[C@H](O1)CO)[C@@H]1[C@H](C(O)O[C@@H]([C@@H]1O)CO)N (Galβ1-3GalNH2). As a reaction SMILES: OC([C@@]1(O[C@@H]([C@@H]([C@@H](CO)O)O)[C@H](NC(C)=O)[C@@H](O)C1)[O:5][C@H:6]1[C@@H:23]([OH:24])[C@@H:22]([CH2:25][OH:26])[O:21][C@@H:8]([O:9][C@H:10]2[C@@H:16]([OH:17])[C@@H:15]([CH2:18][OH:19])[O:14][CH:12]([OH:13])[C@@H:11]2[NH2:20])[C@@H:7]1[OH:27])=O.CC(N[C@H]1C([C@H](O)[C@H](O)CO)O[C@](OP(OC[C@H]2O[C@@H](N3C(=O)N=C(N)C=C3)[C@H](O)[C@@H]2O)([O-])=O)(C(O)=O)C[C@@H]1O)=O.[Na+]>>[O:9]([C@H:10]1[C@@H:16]([OH:17])[C@@H:15]([CH2:18][OH:19])[O:14][CH:12]([OH:13])[C@@H:11]1[NH2:20])[C@@H:8]1[O:21][C@H:22]([CH2:25][OH:26])[C@H:23]([OH:24])[C@H:6]([OH:5])[C@H:7]1[OH:27] |f:1.2|. Procedure details: Synthesis of NeuAcα2-3Galβ1-3GalNH2 βSEt. Galβ1-3GalNH2 βSEt is prepared as described above and used directly or after isolation as acceptor for a α2-3-sialyltransferase (e.g. EC 2.4.99.4) reaction with a suitable glycosyl donor such as CMP-NeuAc. The reactants are C1COCCN1, N#Cc1ccc(Cl)cc1, O. The product is N#Cc1ccc(N2CCOCC2)cc1. As a reaction SMILES: [CH2:1]1[CH2:2][O:3][CH2:4][CH2:5][NH:6]1.[Cl:7][c:8]1[cH:9][cH:10][c:11]([C:12]#[N:13])[cH:14][cH:15]1.[OH2:16]>>[CH2:1]1[CH2:2][O:3][CH2:4][CH2:5][N:6]1[c:8]1[cH:9][cH:10][c:11]([C:12]#[N:13])[cH:14][cH:15]1. Starting materials: Cc1c(Cl)cnn(C(C)(C)C)c1=O, CCCOc1ccc(CS)cc1, CN(C)C=O, [H-], [Na+], O. The product is CCCOc1ccc(CSc2cnn(C(C)(C)C)c(=O)c2C)cc1. As a reaction SMILES: [C:15]([CH3:16])([CH3:17])([CH3:18])[n:19]1[n:20][cH:21][c:22]([Cl:27])[c:23]([CH3:26])[c:24]1=[O:25].[CH2:3]([CH2:4][CH3:5])[O:6][c:7]1[cH:8][cH:9][c:10]([CH2:11][SH:12])[cH:13][cH:14]1.[CH3:29][N:30]([CH3:31])[CH:32]=[O:33].[H-:1].[Na+:2].[OH2:28]>>[CH2:3]([CH2:4][CH3:5])[O:6][c:7]1[cH:8][cH:9][c:10]([CH2:11][S:12][c:22]2[cH:21][n:20][n:19]([C:15]([CH3:16])([CH3:17])[CH3:18])[c:24](=[O:25])[c:23]2[CH3:26])[cH:13][cH:14]1. Reactants: [Br-], COCCOC, CC(C)(C(=O)C=CCl)c1ccccc1, [Li+]. Yields the product CC(C)(C(=O)C=CBr)c1ccccc1. RXN SMILES: [Br-:16].[CH2:17]([CH2:18][O:19][CH3:20])[O:21][CH3:22].[Cl:1][CH:2]=[CH:3][C:4]([C:5]([CH3:6])([c:7]1[cH:8][cH:9][cH:10][cH:11][cH:12]1)[CH3:13])=[O:14].[Li+:15]>>[CH:2](=[CH:3][C:4]([C:5]([CH3:6])([c:7]1[cH:8][cH:9][cH:10][cH:11][cH:12]1)[CH3:13])=[O:14])[Br:16]. Starting materials: COC(=O)c1cc(Sc2csc(Nc3ccc(NC4CCN(C(=O)OC(C)(C)C)CC4)cn3)n2)ccn1, C1CCOC1, [Cl-], [NH4+], [Na+], [OH-]. Yields the product CC(C)(C)OC(=O)N1CCC(Nc2ccc(Nc3nc(Sc4ccnc(C(=O)O)c4)cs3)nc2)CC1. As a reaction SMILES: [C:1]([CH3:2])([CH3:3])([CH3:4])[O:5][C:6](=[O:7])[N:8]1[CH2:9][CH2:10][CH:11]([NH:14][c:15]2[cH:16][cH:17][c:18]([NH:21][c:22]3[s:23][cH:24][c:25]([S:27][c:28]4[cH:29][c:30]([C:34](=[O:35])[O:36][CH3:37])[n:31][cH:32][cH:33]4)[n:26]3)[n:19][cH:20]2)[CH2:12][CH2:13]1.[CH2:42]1[O:43][CH2:44][CH2:45][CH2:46]1.[Cl-:40].[NH4+:41].[Na+:39].[OH-:38]>>[C:1]([CH3:2])([CH3:3])([CH3:4])[O:5][C:6](=[O:7])[N:8]1[CH2:9][CH2:10][CH:11]([NH:14][c:15]2[cH:16][cH:17][c:18]([NH:21][c:22]3[s:23][cH:24][c:25]([S:27][c:28]4[cH:29][c:30]([C:34](=[O:35])[OH:36])[n:31][cH:32][cH:33]4)[n:26]3)[n:19][cH:20]2)[CH2:12][CH2:13]1.